Dataset: the Open Reaction Database (ORD), a public repository of structured organic reaction records. Task: describe an organic reaction: reactants, conditions, products, and yield The reactants are O (Water), FC(C1=NC2=C(N1)C=CC=C2OC)F (2-(difluoromethyl)-4-methoxy-1H-benzimidazole), ClC1=NC(=NC(=N1)Cl)N1CCN(CC1)C(=O)OC(C)(C)C (tert-butyl 4-(4,6-dichloro-1,3,5-triazin-2-yl)piperazine-1-carboxylate), C(=O)([O-])[O-].[K+].[K+] (K2CO3). Solvent: CN(C)C=O (DMF). Run at time 1 hour. Yields the product ClC1=NC(=NC(=N1)N1C(=NC2=C1C=CC=C2OC)C(F)F)N2CCN(CC2)C(=O)OC(C)(C)C (tert-butyl 4-{4-chloro-6-[2-(difluoromethyl)-4-methoxy-1H-benzimidazol-1-yl]-1,3,5-triazin-2-yl}-1-piperazinecarboxylate). The yield is 86.3%. As a reaction SMILES: [F:1][CH:2]([F:14])[C:3]1[NH:7][C:6]2[CH:8]=[CH:9][CH:10]=[C:11]([O:12][CH3:13])[C:5]=2[N:4]=1.[Cl:15][C:16]1[N:21]=[C:20](Cl)[N:19]=[C:18]([N:23]2[CH2:28][CH2:27][N:26]([C:29]([O:31][C:32]([CH3:35])([CH3:34])[CH3:33])=[O:30])[CH2:25][CH2:24]2)[N:17]=1.C([O-])([O-])=O.[K+].[K+].O>CN(C=O)C>[Cl:15][C:16]1[N:21]=[C:20]([N:7]2[C:6]3[CH:8]=[CH:9][CH:10]=[C:11]([O:12][CH3:13])[C:5]=3[N:4]=[C:3]2[CH:2]([F:1])[F:14])[N:19]=[C:18]([N:23]2[CH2:24][CH2:25][N:26]([C:29]([O:31][C:32]([CH3:35])([CH3:34])[CH3:33])=[O:30])[CH2:27][CH2:28]2)[N:17]=1 |f:2.3.4|. Procedure: A mixture of 2-(difluoromethyl)-4-methoxy-1H-benzimidazole (0.99 g, 5 mmol), tert-butyl 4-(4,6-dichloro-1,3,5-triazin-2-yl)piperazine-1-carboxylate (Eur. J. Org. Chem. 2001, 2825-2839) (2.0 g, 6 mmol), and 3.5 g (25 mmol) powdered K2CO3 in 40 mL DMF was stirred at room temperature for 1 hr. Water was added and the product was collected by filtration and washed successively with water and cold ethanol to give 2.14 g (86% yield) of tert-butyl 4-{4-chloro-6-[2-(difluoromethyl)-4-methoxy-1H-benzimid... Starting materials: [H-].[Al+3].[Li+].[H-].[H-].[H-] (lithium aluminum hydride), FC(C(C(F)(F)F)(C(F)(F)F)OCC(COCCC(=O)OC(C)(C)C)(COC(C(F)(F)F)(C(F)(F)F)C(F)(F)F)COC(C(F)(F)F)(C(F)(F)F)C(F)(F)F)(F)F (tert-Butyl 3-(3-((1,1,1,3,3,3-hexafluoro-2-(trifluoromethyl)propan-2-yl)oxy)-2,2-bis(((1,1,1,3,3,3-hexa-fluoro-2-(trifluoromethyl)propan-2-yl)oxy)methyl)propoxy)propanoate). The solvent is C1CCOC1 (THF), C1CCOC1 (THF). Run at time 8 hour. The product is FC(C(C(F)(F)F)(C(F)(F)F)OCC(COCCCO)(COC(C(F)(F)F)(C(F)(F)F)C(F)(F)F)COC(C(F)(F)F)(C(F)(F)F)C(F)(F)F)(F)F (3-(3-((1,1,1,3,3,3-Hexafluoro-2-(trifluoromethyl)propan-2-yl)oxy)-2,2-bis(((1,1,1,3,3,3-hexafluoro-2-(trifluoromethyl)propan-2-yl)oxy)methyl) propoxy)propan-1-ol). Yield: 91.3%. Reaction SMILES: [H-].[Al+3].[Li+].[H-].[H-].[H-].[F:7][C:8]([F:63])([F:62])[C:9]([O:18][CH2:19][C:20]([CH2:47][O:48][C:49]([C:58]([F:61])([F:60])[F:59])([C:54]([F:57])([F:56])[F:55])[C:50]([F:53])([F:52])[F:51])([CH2:32][O:33][C:34]([C:43]([F:46])([F:45])[F:44])([C:39]([F:42])([F:41])[F:40])[C:35]([F:38])([F:37])[F:36])[CH2:21][O:22][CH2:23][CH2:24][C:25](OC(C)(C)C)=[O:26])([C:14]([F:17])([F:16])[F:15])[C:10]([F:13])([F:12])[F:11]>C1COCC1>[F:7][C:8]([F:62])([F:63])[C:9]([O:18][CH2:19][C:20]([CH2:32][O:33][C:34]([C:35]([F:36])([F:37])[F:38])([C:39]([F:40])([F:41])[F:42])[C:43]([F:44])([F:45])[F:46])([CH2:47][O:48][C:49]([C:50]([F:53])([F:52])[F:51])([C:54]([F:55])([F:56])[F:57])[C:58]([F:61])([F:60])[F:59])[CH2:21][O:22][CH2:23][CH2:24][CH2:25][OH:26])([C:10]([F:13])([F:12])[F:11])[C:14]([F:17])([F:16])[F:15] |f:0.1.2.3.4.5|. Procedure details: (—OH version of 19F-27): To a suspension of lithium aluminum hydride (4.1 g, 108 mmol) in THF solution (450 mL) at 0° C. was added dropwise compound 4 (40 g, 43.5 mmol) in THF (100 mL). Afterward, the solution was stirred overnight at room temperature and quenched with dilute HCl carefully, concentrated through rotary evaporation, and subjected to silica gel chromatography using hexane/EtOAc as the eluent to afford alcohol 5 (33.7 g, 39.7 mmol, 91% yield) as a clear oil: 1H NMR (500 MHz, CDCl3) ... Starting materials: CC(=O)O, COC(=O)c1cc2c(cc1[N+](=O)[O-])OCCO2. Yields the product COC(=O)c1cc2c(cc1N)OCCO2. RXN SMILES: [CH3:18][C:19](=[O:20])[OH:21].[CH3:1][O:2][C:3]([c:4]1[cH:5][c:6]2[c:7]([cH:8][c:9]1[N+:10]([O-:11])=[O:12])[O:13][CH2:14][CH2:15][O:16]2)=[O:17]>>[CH3:1][O:2][C:3]([c:4]1[cH:5][c:6]2[c:7]([cH:8][c:9]1[NH2:10])[O:13][CH2:14][CH2:15][O:16]2)=[O:17]. The reactants are OC=1C=C(C(C#N)=CC1)C#N (4-hydroxyphthalonitrile), C(=O)([O-])[O-].[K+].[K+] (K2CO3), [N+](=O)([O-])C=1C=C(C=CC1)S(=O)(=O)OCC1OC1 (2-{[(3-Nitrophenyl)sulfonyloxy]methyl}oxirane). Run in CC#N (MeCN). Product: O1C(C1)COC=1C=C(C(C#N)=CC1)C#N (4-(2-Oxiranylmethoxy)phthalonitrile). As a reaction SMILES: [OH:1][C:2]1[CH:3]=[C:4]([C:10]#[N:11])[C:5](=[CH:8][CH:9]=1)[C:6]#[N:7].C([O-])([O-])=O.[K+].[K+].[N+](C1C=C(S(O[CH2:31][CH:32]2[CH2:34][O:33]2)(=O)=O)C=CC=1)([O-])=O>CC#N>[O:33]1[CH2:34][CH:32]1[CH2:31][O:1][C:2]1[CH:3]=[C:4]([C:10]#[N:11])[C:5](=[CH:8][CH:9]=1)[C:6]#[N:7] |f:1.2.3|. Reported procedure: A stirred suspension of 4-hydroxyphthalonitrile (3.5 g; 24.3 mmol), K2CO3 (4.03 g; 29.2 mmol) and 2-{[(3-nitrophenyl)sulfonyloxy]methyl}-oxirane (6.50 g; 25.0 mmol; see Example B above) in MeCN (170 mL) was refluxed for 1.5 h. The cooled reaction mixture was filtered, the filtrate concentrated and the solid residue recrystallized from IPA to give the sub-title compound. The reactants are N1C[C@H](CC1)NC(OC(C)(C)C)=O (t-butyl (S)pyrrolidin-3-ylcarbamate), FC(OC1=CC=C(C=C1)CC(=O)O)(F)F (4-trifluoromethoxyphenylacetic acid), CCN=C=NCCCN(C)C.Cl (EDC.HCl), HOBt-1H2O. The solvent is C1CCOC1 (THF). Reaction conditions: time 3 day. Product: FC(OC1=CC=C(C=C1)CC(=O)N1C[C@H](CC1)NC(OC(C)(C)C)=O)(F)F (t-butyl ((S)-1-(2-(4-trifluoromethoxyphenyl)ethanoyl)pyrrolidin-3-yl)carbamate). Isolated yield 74.3%. Reaction SMILES: [NH:1]1[CH2:5][CH2:4][C@H:3]([NH:6][C:7](=[O:13])[O:8][C:9]([CH3:12])([CH3:11])[CH3:10])[CH2:2]1.[F:14][C:15]([F:28])([F:27])[O:16][C:17]1[CH:22]=[CH:21][C:20]([CH2:23][C:24](O)=[O:25])=[CH:19][CH:18]=1.CCN=C=NCCCN(C)C.Cl>C1COCC1>[F:14][C:15]([F:27])([F:28])[O:16][C:17]1[CH:18]=[CH:19][C:20]([CH2:23][C:24]([N:1]2[CH2:5][CH2:4][C@H:3]([NH:6][C:7](=[O:13])[O:8][C:9]([CH3:10])([CH3:12])[CH3:11])[CH2:2]2)=[O:25])=[CH:21][CH:22]=1 |f:2.3|. Procedure: To a mixed solution of t-butyl (S)pyrrolidin-3-ylcarbamate (93 g), 4-trifluoromethoxyphenylacetic acid (112 g), and THF (550 mL) were added EDC.HCl (114 g) and HOBt-1H2O (114 g), and the mixture was stirred at room temperature for 3 days. The reaction solution was concentrated under reduced pressure, then diluted with chloroform, and washed with saturated aqueous sodium hydrogencarbonate, water, and brine. The organic layer was dried with anhydrous magnesium sulfate, then the desiccant was remov...